From a dataset of the Open Reaction Database (ORD), a public repository of structured organic reaction records. describe an organic reaction: reactants, conditions, products, and yield Reactants: N(O)=C(C(C)=O)CCCCCC (3-oximino-2-nonanone), N=C=O (imino-ketone), CC(CCCCCCC)=O (2-nonanone), N(=O)Cl (nitrosyl chloride). Reagents/catalysts: [Zn] (zinc). Solvent: C(C)(=O)O (acetic acid). Product: CC1=NC(=C(N=C1CCCCCC)C)CCCCCC (2,5-dimethyl-3,6-dihexyl-pyrazine). RXN SMILES: [N:1](=[C:3]([CH2:7][CH2:8][CH2:9][CH2:10][CH2:11][CH3:12])[C:4](=O)[CH3:5])O.[CH3:13][C:14](=O)[CH2:15][CH2:16][CH2:17][CH2:18][CH2:19][CH2:20][CH3:21].[N:23](Cl)=O.N=C=O>[Zn].C(O)(=O)C>[CH3:13][C:14]1[C:15]([CH2:16][CH2:17][CH2:18][CH2:19][CH2:20][CH3:21])=[N:23][C:4]([CH3:5])=[C:3]([CH2:7][CH2:8][CH2:9][CH2:10][CH2:11][CH3:12])[N:1]=1. Procedure: h. 2,5-Dimethyl-3,6-dihexyl-pyrazine was prepared by first forming 3-oximino-2-nonanone by reacting 2-nonanone with nitrosyl chloride according to the method of BOUVEAULT (loc.cit.). The autocondensation of two moles of the imino-ketone in the presence of zinc and acetic acid [according to the method described in Chimia 11, 310 (1957)] yielded 2,5-dimethyl-3,6-dihexyl-pyrazine which had a b.p. of 112°-120°C./0.01 mm. Hg. Starting materials: CC(C)(C)C(=O)OCC1OC(n2ccc(N)nc2=O)C(OC(=O)C(C)(C)C)C1OS(C)(=O)=O, COc1ccc(C(Cl)(c2ccccc2)c2ccc(OC)cc2)cc1, c1ccncc1. Product: COc1ccc(C(Nc2ccn(C3OC(COC(=O)C(C)(C)C)C(OS(C)(=O)=O)C3OC(=O)C(C)(C)C)c(=O)n2)(c2ccccc2)c2ccc(OC)cc2)cc1. Reaction SMILES: [C:25]([C:26]([CH3:27])([CH3:28])[CH3:29])(=[O:30])[O:31][CH:32]1[CH:33]([n:50]2[c:51](=[O:52])[n:53][c:54]([NH2:55])[cH:56][cH:57]2)[O:34][CH:35]([CH2:42][O:43][C:44]([C:45]([CH3:46])([CH3:47])[CH3:48])=[O:49])[CH:36]1[O:37][S:38](=[O:39])(=[O:40])[CH3:41].[CH3:1][O:2][c:3]1[cH:4][cH:5][c:6]([C:7]([c:8]2[cH:9][cH:10][c:11]([O:14][CH3:15])[cH:12][cH:13]2)([c:16]2[cH:17][cH:18][cH:19][cH:20][cH:21]2)[Cl:22])[cH:23][cH:24]1.[cH:58]1[cH:59][cH:60][n:61][cH:62][cH:63]1>>[CH3:1][O:2][c:3]1[cH:4][cH:5][c:6]([C:7]([c:8]2[cH:9][cH:10][c:11]([O:14][CH3:15])[cH:12][cH:13]2)([c:16]2[cH:17][cH:18][cH:19][cH:20][cH:21]2)[NH:55][c:54]2[n:53][c:51](=[O:52])[n:50]([CH:33]3[CH:32]([O:31][C:25]([C:26]([CH3:27])([CH3:28])[CH3:29])=[O:30])[CH:36]([O:37][S:38](=[O:39])(=[O:40])[CH3:41])[CH:35]([CH2:42][O:43][C:44]([C:45]([CH3:46])([CH3:47])[CH3:48])=[O:49])[O:34]3)[cH:57][cH:56]2)[cH:23][cH:24]1. Reactants: N(=O)[O-].[Na+] (sodium nitrite), C(C)(C)C1=C(N)C=CC(=C1)[N+](=O)[O-] (2-isopropyl-4-nitro-aniline), Br (hydrobromic acid), cuprous bromide, Br (hydrobromic acid). Solvent: O (water), O (water), O (water). Run at temperature 0 celsius, time 15 minute. Yields the product C(C)(C)C=1C=C(C=CC1Br)[N+](=O)[O-] (3-isopropyl-4-bromo-nitrobenzene). Reaction SMILES: N([O-])=O.[Na+].[CH:5]([C:8]1[CH:14]=[C:13]([N+:15]([O-:17])=[O:16])[CH:12]=[CH:11][C:9]=1N)([CH3:7])[CH3:6].[BrH:18]>O>[CH:5]([C:8]1[CH:14]=[C:13]([N+:15]([O-:17])=[O:16])[CH:12]=[CH:11][C:9]=1[Br:18])([CH3:7])[CH3:6] |f:0.1|. Procedure: A solution of 7.5 g of sodium nitrite in 20 ml of water was added at -20° C. to 0° C. over 20 minutes to a suspension of 18.5 g of the product of Step C, 120 ml of a 48% hydrobromic acid solution and 80 ml of water and the mixture was stirred at 0° C. for 15 minutes and kept thereafter at 0° C. A solution of 22 g of cuprous bromide in 80 ml of 48% hydrobromic acid solution was heated with stirring to 50°-55° C. and the previous solution was then added thereto. The mixture was stirred at 55°-60° ... Starting materials: C1(=CC=CC=C1)C=1SC(=CN1)CCN (2-(2-phenylthiazol-5-yl)ethanamine), FC(C1=NC(=NO1)C=1C=C(C(=O)O)C=CC1)(F)F (3-(5-(trifluoromethyl)-1,2,4-oxadiazol-3-yl)benzoic acid). The product is C1(=CC=CC=C1)C=1SC(=CN1)CCNC(C1=CC(=CC=C1)C1=NOC(=N1)C(F)(F)F)=O (N-(2-(2-Phenylthiazol-5-yl)ethyl)-3-(5-(trifluoromethyl)-1,2,4-oxadiazol-3-yl)benzamide). Isolated yield 27.0%. RXN SMILES: [C:1]1([C:7]2[S:8][C:9]([CH2:12][CH2:13][NH2:14])=[CH:10][N:11]=2)[CH:6]=[CH:5][CH:4]=[CH:3][CH:2]=1.[F:15][C:16]([F:32])([F:31])[C:17]1[O:21][N:20]=[C:19]([C:22]2[CH:23]=[C:24]([CH:28]=[CH:29][CH:30]=2)[C:25](O)=[O:26])[N:18]=1>>[C:1]1([C:7]2[S:8][C:9]([CH2:12][CH2:13][NH:14][C:25](=[O:26])[C:24]3[CH:28]=[CH:29][CH:30]=[C:22]([C:19]4[N:18]=[C:17]([C:16]([F:32])([F:31])[F:15])[O:21][N:20]=4)[CH:23]=3)=[CH:10][N:11]=2)[CH:2]=[CH:3][CH:4]=[CH:5][CH:6]=1. Reported procedure: This compound was synthesized from 2-(2-phenylthiazol-5-yl)ethanamine and 3-(5-(trifluoromethyl)-1,2,4-oxadiazol-3-yl)benzoic acid as described in example 8 step 6 (35 mg, yield 27%) as an off white solid. 1H NMR (400 MHz, MeOD) δ 8.61 (t, J=1.5 Hz, 1H), 8.32-8.29 (dt, J=7.8 Hz, 1.3 Hz, 1H), 8.09-8.06 (dt, J=7.8 Hz, 1.5 Hz, 1H), 7.90-7.88 (m, 2H), 7.73-7.69 (t, J=7.9 Hz, 1H), 7.66 (s, 1H), 7.47-7.45 (m, 3H), 3.75-3.71 (t, J=6.8 Hz, 2H), 3.28-3.25 (t, J=6.8 Hz, 2H). MS (ESI) m/z: Calculated for C... As a reaction SMILES: [CH3:1][O:2][C:3]([CH2:4][CH2:5][c:6]1[n:7][cH:8][n:9]([C:11]([c:12]2[cH:13][cH:14][cH:15][cH:16][cH:17]2)([c:18]2[cH:19][cH:20][cH:21][cH:22][cH:23]2)[c:24]2[cH:25][cH:26][cH:27][cH:28][cH:29]2)[cH:10]1)=[O:30].[CH3:31][c:32]1[cH:33][cH:34][cH:35][cH:36][cH:37]1.[CH3:38][CH:39]([CH2:40][AlH:41][CH2:42][CH:43]([CH3:44])[CH3:45])[CH3:46].[CH3:47][OH:48].[Cl:49][CH2:50][Cl:51]>>[O:2]=[CH:3][CH2:4][CH2:5][c:6]1[n:7][cH:8][n:9]([C:11]([c:12]2[cH:13][cH:14][cH:15][cH:16][cH:17]2)([c:18]2[cH:19][cH:20][cH:21][cH:22][cH:23]2)[c:24]2[cH:25][cH:26][cH:27][cH:28][cH:29]2)[cH:10]1. The reactants are COC(=O)CCc1cn(C(c2ccccc2)(c2ccccc2)c2ccccc2)cn1, Cc1ccccc1, CC(C)C[AlH]CC(C)C, CO, ClCCl. Yields the product O=CCCc1cn(C(c2ccccc2)(c2ccccc2)c2ccccc2)cn1.